This data is from the Open Reaction Database (ORD), a public repository of structured organic reaction records. The task is: describe an organic reaction: reactants, conditions, products, and yield Starting materials: [Li+], C1CCOC1, [OH-], O, CCOC(=O)CNC(=O)c1cccc(CC2CCCC=C2c2nc(-c3ccccc3)c(-c3ccccc3)o2)c1. Yields the product O=C(O)CNC(=O)c1cccc(CC2CCCC=C2c2nc(-c3ccccc3)c(-c3ccccc3)o2)c1. RXN SMILES: [Li+:42].[O:43]1[CH2:44][CH2:45][CH2:46][CH2:47]1.[OH-:41].[OH2:40].[c:1]1(-[c:7]2[n:8][c:9]([C:18]3=[CH:23][CH2:22][CH2:21][CH2:20][CH:19]3[CH2:24][c:25]3[cH:26][c:27]([C:28](=[O:29])[NH:30][CH2:31][C:32](=[O:33])[O:34][CH2:35][CH3:36])[cH:37][cH:38][cH:39]3)[o:10][c:11]2-[c:12]2[cH:13][cH:14][cH:15][cH:16][cH:17]2)[cH:2][cH:3][cH:4][cH:5][cH:6]1>>[c:1]1(-[c:7]2[n:8][c:9]([C:18]3=[CH:23][CH2:22][CH2:21][CH2:20][CH:19]3[CH2:24][c:25]3[cH:26][c:27]([C:28](=[O:29])[NH:30][CH2:31][C:32](=[O:33])[OH:34])[cH:37][cH:38][cH:39]3)[o:10][c:11]2-[c:12]2[cH:13][cH:14][cH:15][cH:16][cH:17]2)[cH:2][cH:3][cH:4][cH:5][cH:6]1. Starting materials: CCN(CC)C(=O)NC1CC2c3c(Br)ccc4c3C(CC2N(C)C1)CN4C(C)=O, Cl, N. Yields the product CCN(CC)C(=O)NC1CC2c3c(Br)ccc4c3C(CN4)CC2N(C)C1. Reaction SMILES: [C:1](=[O:2])([CH3:3])[N:4]1[CH2:5][CH:6]2[CH2:7][CH:8]3[N:9]([CH3:29])[CH2:10][CH:11]([NH:21][C:22]([N:23]([CH2:24][CH3:25])[CH2:26][CH3:27])=[O:28])[CH2:12][CH:13]3[c:14]3[c:15]([Br:20])[cH:16][cH:17][c:18]1[c:19]32.[ClH:31].[NH3:30]>>[NH:4]1[CH2:5][CH:6]2[CH2:7][CH:8]3[N:9]([CH3:29])[CH2:10][CH:11]([NH:21][C:22]([N:23]([CH2:24][CH3:25])[CH2:26][CH3:27])=[O:28])[CH2:12][CH:13]3[c:14]3[c:15]([Br:20])[cH:16][cH:17][c:18]1[c:19]32. Starting materials: ClCC=1C(=NC2=CC(=CC=C2C1)OC)C (3-(Chloromethyl)-7-methoxy-2-methylquinoline), [C-]#N.[Na+] (sodium cyanide), [C-]#N.[K+] (potassium cyanide). The product is COC1=CC=C2C=C(C(=NC2=C1)C)CC#N ((7-methoxy-2-methyl-3-quinolinyl)acetonitrile). RXN SMILES: Cl[CH2:2][C:3]1[C:4]([CH3:15])=[N:5][C:6]2[C:11]([CH:12]=1)=[CH:10][CH:9]=[C:8]([O:13][CH3:14])[CH:7]=2.[C-:16]#[N:17].[Na+].[C-]#N.[K+]>>[CH3:14][O:13][C:8]1[CH:7]=[C:6]2[C:11]([CH:12]=[C:3]([CH2:2][C:16]#[N:17])[C:4]([CH3:15])=[N:5]2)=[CH:10][CH:9]=1 |f:1.2,3.4|. Procedure details: Compounds of formula (50), wherein R4 and R5 are as defined in formula (I) and R6 is aryl or heteroaryl, can be prepared as described in Scheme 6. Ethyl 7-methoxy-2-methyl-3-quinolinecarboxylate can be prepared using the procedures described in Synthetic Comm., 17(14):1647-1653 (1987). Ethyl 7-methoxy-2-methyl-3-quinolinecarboxylate can be treated with a reducing agent, such as, but not limited to, lithium aluminum hydride or sodium borohydride, to provide (7-methoxy-2-methyl-3-quinolinyl)methan... Procedure: 375 mg of ethyl 4-hydroxy-3-isoxazolecarboxylate (prepared as described in Preparation 4) were added to a solution of 520 mg of 4-(4-piperidinomethyl-2-pyridyloxy) -cis-2-butenylamine in 10 ml of toluene, and the resulting mixture was heated under reflux for 6 hours. At the end of this time, the solvent was removed by distillation under reduced pressure, and the residue was dissolved in ethyl acetate. The resulting solution was washed with a saturated aqueous solution of sodium hydrogencarbonate... Run in C1(=CC=CC=C1)C (toluene). The product is OC=1C(=NOC1)C(=O)NC\C=C/COC1=NC=CC(=C1)CN1CCCCC1 (4-Hydroxy-N-[4-(4-piperidinomethyl-2-pyridyloxy) -cis-2-butenyl]isoxazole-3-carboxamide). Starting materials: OC=1C(=NOC1)C(=O)OCC (ethyl 4-hydroxy-3-isoxazolecarboxylate), N1(CCCCC1)CC1=CC(=NC=C1)OC\C=C/CN (4-(4-piperidinomethyl-2-pyridyloxy) -cis-2-butenylamine). As a reaction SMILES: [OH:1][C:2]1[C:3]([C:7]([O:9]CC)=O)=[N:4][O:5][CH:6]=1.[N:12]1([CH2:18][C:19]2[CH:24]=[CH:23][N:22]=[C:21]([O:25][CH2:26]/[CH:27]=[CH:28]\[CH2:29][NH2:30])[CH:20]=2)[CH2:17][CH2:16][CH2:15][CH2:14][CH2:13]1>C1(C)C=CC=CC=1>[OH:1][C:2]1[C:3]([C:7]([NH:30][CH2:29]/[CH:28]=[CH:27]\[CH2:26][O:25][C:21]2[CH:20]=[C:19]([CH2:18][N:12]3[CH2:17][CH2:16][CH2:15][CH2:14][CH2:13]3)[CH:24]=[CH:23][N:22]=2)=[O:9])=[N:4][O:5][CH:6]=1. The yield is 30.8%. Reactants: D4, FC1=C(C#N)C=C(C=C1)C=O (2-fluoro-5-formylbenzonitrile), ClC1=NC=CC(=C1)O (2-chloropyridin-4-ol). The product is ClC1=NC=CC(=C1)OC1=C(C#N)C=C(C=C1)C=O (2-((2-chloropyridin-4-yl)oxy)-5-formylbenzonitrile). Reaction SMILES: F[C:2]1[CH:9]=[CH:8][C:7]([CH:10]=[O:11])=[CH:6][C:3]=1[C:4]#[N:5].[Cl:12][C:13]1[CH:18]=[C:17]([OH:19])[CH:16]=[CH:15][N:14]=1>>[Cl:12][C:13]1[CH:18]=[C:17]([O:19][C:2]2[CH:9]=[CH:8][C:7]([CH:10]=[O:11])=[CH:6][C:3]=2[C:4]#[N:5])[CH:16]=[CH:15][N:14]=1. Procedure: The title compound was prepared by a procedure similar to that described for D4 starting from 2-fluoro-5-formylbenzonitrile and 2-chloropyridin-4-ol.